This data is from the Open Reaction Database (ORD), a public repository of structured organic reaction records. The task is: describe an organic reaction: reactants, conditions, products, and yield Reactants: FC1=CC=C(C=C1)N1C=C(C=C1)C(=O)O (1-(4-fluorophenyl)pyrrole-3-carboxylic acid), NC=1C=CC(=C(C#N)C1)N1CCC(CC1)N1CCOCC1 (5-amino-2-(4-morpholinopiperidin-1-yl) benzonitrile). Yields the product C(#N)C=1C=C(C=CC1N1CCC(CC1)N1CCOCC1)NC(=O)C1=CN(C=C1)C1=CC=C(C=C1)F (N-[3-Cyano-4-(4-morpholinopiperidin-1-yl)phenyl]-1-(4-fluorophenyl)pyrrole-3-carboxamide). Isolated yield 34.7%. Reaction SMILES: [F:1][C:2]1[CH:7]=[CH:6][C:5]([N:8]2[CH:12]=[CH:11][C:10]([C:13]([OH:15])=O)=[CH:9]2)=[CH:4][CH:3]=1.[NH2:16][C:17]1[CH:18]=[CH:19][C:20]([N:25]2[CH2:30][CH2:29][CH:28]([N:31]3[CH2:36][CH2:35][O:34][CH2:33][CH2:32]3)[CH2:27][CH2:26]2)=[C:21]([CH:24]=1)[C:22]#[N:23]>>[C:22]([C:21]1[CH:24]=[C:17]([NH:16][C:13]([C:10]2[CH:11]=[CH:12][N:8]([C:5]3[CH:4]=[CH:3][C:2]([F:1])=[CH:7][CH:6]=3)[CH:9]=2)=[O:15])[CH:18]=[CH:19][C:20]=1[N:25]1[CH2:30][CH2:29][CH:28]([N:31]2[CH2:32][CH2:33][O:34][CH2:35][CH2:36]2)[CH2:27][CH2:26]1)#[N:23]. Reported procedure: By the reaction and treatment in the same manner as in Example 64 using 1-(4-fluorophenyl)pyrrole-3-carboxylic acid (0.5 g) and 5-amino-2-(4-morpholinopiperidin-1-yl) benzonitrile (0.7 g), the title compound (0.4 g) was obtained, melting point: 182–183° C. The reactants are CCCC[N+](CCCC)(CCCC)CCCC, C1CCOC1, [F-], CC(C)(C)[Si](C)(C)OCCc1cccc(CN2CCC3(CC2)CN(C(=O)c2cc4ccccc4s2)CCO3)c1F. Product: O=C(c1cc2ccccc2s1)N1CCOC2(CCN(Cc3cccc(CCO)c3F)CC2)C1. As a reaction SMILES: [CH2:2]([N+:3]([CH2:4][CH2:5][CH2:6][CH3:7])([CH2:8][CH2:9][CH2:10][CH3:11])[CH2:12][CH2:13][CH2:14][CH3:15])[CH2:16][CH2:17][CH3:18].[CH2:59]1[O:60][CH2:61][CH2:62][CH2:63]1.[F-:1].[s:19]1[c:20]2[c:21]([cH:22][c:23]1[C:24](=[O:25])[N:26]1[CH2:27][CH2:28][O:29][C:30]3([CH2:31]1)[CH2:32][CH2:33][N:34]([CH2:37][c:38]1[c:39]([F:54])[c:40]([CH2:44][CH2:45][O:46][Si:47]([C:48]([CH3:49])([CH3:50])[CH3:51])([CH3:52])[CH3:53])[cH:41][cH:42][cH:43]1)[CH2:35][CH2:36]3)[cH:55][cH:56][cH:57][cH:58]2>>[s:19]1[c:20]2[c:21]([cH:22][c:23]1[C:24](=[O:25])[N:26]1[CH2:27][CH2:28][O:29][C:30]3([CH2:31]1)[CH2:32][CH2:33][N:34]([CH2:37][c:38]1[c:39]([F:54])[c:40]([CH2:44][CH2:45][OH:46])[cH:41][cH:42][cH:43]1)[CH2:35][CH2:36]3)[cH:55][cH:56][cH:57][cH:58]2. The reactants are Cc1cc(OCc2ccccc2)cc(C)c1-c1cccc(COC2CCCCO2)c1, CO, O, Cc1ccc(S(=O)(=O)O)cc1. The product is Cc1cc(OCc2ccccc2)cc(C)c1-c1cccc(CO)c1. RXN SMILES: [CH2:1]([c:2]1[cH:3][cH:4][cH:5][cH:6][cH:7]1)[O:8][c:9]1[cH:10][c:11]([CH3:30])[c:12](-[c:16]2[cH:17][c:18]([CH2:22][O:23][CH:24]3[CH2:25][CH2:26][CH2:27][CH2:28][O:29]3)[cH:19][cH:20][cH:21]2)[c:13]([CH3:15])[cH:14]1.[CH3:43][OH:44].[OH2:31].[c:32]1([CH3:33])[cH:34][cH:35][c:36]([S:37]([OH:38])(=[O:39])=[O:40])[cH:41][cH:42]1>>[CH2:1]([c:2]1[cH:3][cH:4][cH:5][cH:6][cH:7]1)[O:8][c:9]1[cH:10][c:11]([CH3:30])[c:12](-[c:16]2[cH:17][c:18]([CH2:22][OH:23])[cH:19][cH:20][cH:21]2)[c:13]([CH3:15])[cH:14]1. Starting materials: C1=C(C=CC2=CC=CC=C12)CC(=O)O (2-naphthylacetic acid), (±)-trans-[2-(4-methyl-1-piperazinyl)]cyclohexanol, C(Cl)(Cl)Cl (chloroform), C(Cl)(Cl)Cl (chloroform). Product: C1=C(C=CC2=CC=CC=C12)CC(=O)Cl (2-Naphthylacetyl chloride). RXN SMILES: [CH:1]1[C:10]2[C:5](=[CH:6][CH:7]=[CH:8][CH:9]=2)[CH:4]=[CH:3][C:2]=1[CH2:11][C:12]([OH:14])=O.C(Cl)(Cl)[Cl:16]>>[CH:1]1[C:10]2[C:5](=[CH:6][CH:7]=[CH:8][CH:9]=2)[CH:4]=[CH:3][C:2]=1[CH2:11][C:12]([Cl:16])=[O:14]. Reported procedure: 2-Naphthylacetyl chloride is prepared according to the method described in Example 8 using 2-naphthylacetic acid (2.47 g, 13.3 mmol) to give a yellow solid which is dissolved in chloroform (15 mL). This solution is added to a solution of (±)-trans-[2-(4-methyl-1-piperazinyl)]cyclohexanol (2.5 g, 12.6 mmol) in chloroform (10 mL), and the mixture is refluxed for 11 hours under nitrogen. The solvent is removed in vacuo, and the residue is partitioned between 1M hydrochloric acid (100 mL) and ether ... Starting materials: C1CCOC1, CC(N)CN(C)C, CC(=O)CC(=O)C(C)(C)C, [Na+], [Na+], O=S(=O)([O-])[O-]. Product: CC(CC(=O)C(C)(C)C)=NC(C)CN(C)C. Reaction SMILES: [CH2:25]1[O:26][CH2:27][CH2:28][CH2:29]1.[CH3:18][N:19]([CH2:20][CH:21]([CH3:22])[NH2:23])[CH3:24].[CH3:1][C:2]([CH3:3])([C:4]([CH2:5][C:6]([CH3:7])=[O:8])=[O:9])[CH3:10].[Na+:11].[Na+:12].[O-:13][S:14](=[O:15])(=[O:16])[O-:17]>>[CH3:1][C:2]([CH3:3])([C:4]([CH2:5][C:6]([CH3:7])=[N:23][CH:21]([CH2:20][N:19]([CH3:18])[CH3:24])[CH3:22])=[O:9])[CH3:10]. The reactants are Nucleosides, OCC(CCN1C=2N=C(NC(C2N=C1)=O)N)CO (9-(4-hydroxy-3-hydroxymethylbut-1-yl)guanine), bromoester, NC1=NC(=C2NC=NC2=N1)Cl (2-amino-6-chloropurine), BrCCC(C(=O)OCC)(C(=O)OCC)C(=O)OCC (triethyl 3-bromopropane-1,1,1-tricarboxylate), Nucleotides, C(C)(=O)OCC(CCN1C2=NC(=NC=C2N=C1)N)COC(C)=O (9-(4-acetoxy-3-acetoxymethylbut-1-yl)-2-aminopurine). The product is NC1=NC(=C2N=CN(C2=N1)CCC(C(=O)OCC)(C(=O)OCC)C(=O)O)Cl (diethyl 2-[2-(2-amino-6-chloropurin-9-yl)ethyl]-2-carboxymalonate). As a reaction SMILES: C(OCC(COC(=O)C)CCN1C=NC2C1=NC(N)=NC=2)(=O)C.OCC(CO)CCN1C=NC2C(=O)NC(N)=NC1=2.[NH2:42][C:43]1[N:51]=[C:50]2[C:46]([NH:47][CH:48]=[N:49]2)=[C:45]([Cl:52])[N:44]=1.Br[CH2:54][CH2:55][C:56]([C:67]([O:69]CC)=[O:68])([C:62]([O:64][CH2:65][CH3:66])=[O:63])[C:57]([O:59][CH2:60][CH3:61])=[O:58]>>[NH2:42][C:43]1[N:51]=[C:50]2[C:46]([N:47]=[CH:48][N:49]2[CH2:54][CH2:55][C:56]([C:67]([OH:69])=[O:68])([C:57]([O:59][CH2:60][CH3:61])=[O:58])[C:62]([O:64][CH2:65][CH3:66])=[O:63])=[C:45]([Cl:52])[N:44]=1. Procedure: Nucleosides and Nucleotides, 15(5), 981-994 (1996) and WO 95/28402 disclose a process for the manufacture of the anti-viral agents 9-(4-acetoxy-3-acetoxymethylbut-1-yl)-2-aminopurine (famciclovir) and 9-(4-hydroxy-3-hydroxymethylbut-1-yl)guanine (penciclovir). According to this process, the ‘bromoester’ route, 2-amino-6-chloropurine is reacted with triethyl 3-bromopropane-1,1,1-tricarboxylate in the presence of base to form diethyl 2-[2-(2-amino-6-chloropurin-9-yl)ethyl]-2-carboxymalonate. The c...